This data is from the Open Reaction Database (ORD), a public repository of structured organic reaction records. The task is: describe an organic reaction: reactants, conditions, products, and yield Starting materials: C(C)(C)N=C=NC(C)C (N,N′-diisopropylcarbodiimide), NC=1C(=NC(=CC1)C=1N=C(NC1C1=C(C=C(C=C1)F)F)C1(COC1)C)O (3-amino-6-[5-(2,4-difluorophenyl)-2-(3-methyloxetan-3-yl)-1H-imidazol-4-yl]pyridin-2-ol), N(=C=S)[C@H](CCOC)C ((3S)-3-isothiocyanato-1-methoxy-butane), N(=C=S)[C@H](CCOC)C ((3S)-3-Isothiocyanato-1-methoxy-butane). Solvent: C(C)O (ethanol). Reaction conditions: temperature 85 celsius, time 16 hour. The product is FC1=C(C=CC(=C1)F)C1=C(N=C(N1)C1(COC1)C)C1=CC=C2C(=N1)OC(=N2)N[C@H](CCOC)C (5-[5-(2,4-Difluorophenyl)-2-(3-methyloxetan-3-yl)-1H-imidazol-4-yl]-N-[(1S)-3-methoxy-1-methyl-propyl]oxazolo[5,4-b]pyridin-2-amine). Yield: 87.4%. RXN SMILES: [NH2:1][C:2]1[C:3]([OH:26])=[N:4][C:5]([C:8]2[N:9]=[C:10]([C:21]3([CH3:25])[CH2:24][O:23][CH2:22]3)[NH:11][C:12]=2[C:13]2[CH:18]=[CH:17][C:16]([F:19])=[CH:15][C:14]=2[F:20])=[CH:6][CH:7]=1.[N:27]([C@@H:30]([CH3:35])[CH2:31][CH2:32][O:33][CH3:34])=[C:28]=S.C(N=C=NC(C)C)(C)C>C(O)C>[F:20][C:14]1[CH:15]=[C:16]([F:19])[CH:17]=[CH:18][C:13]=1[C:12]1[NH:11][C:10]([C:21]2([CH3:25])[CH2:22][O:23][CH2:24]2)=[N:9][C:8]=1[C:5]1[N:4]=[C:3]2[O:26][C:28]([NH:27][C@@H:30]([CH3:35])[CH2:31][CH2:32][O:33][CH3:34])=[N:1][C:2]2=[CH:7][CH:6]=1. Reported procedure: A KIMAX® tube is charged with 3-amino-6-[5-(2,4-difluorophenyl)-2-(3-methyloxetan-3-yl)-1H-imidazol-4-yl]pyridin-2-ol (2.28 g, 6.36 mmol) and ethanol (18 mL). (3S)-3-Isothiocyanato-1-methoxy-butane (1.39 g, 9.54 mmol) is added, the flask sealed, and the mixture is heated to 85° C. After 16 h, (3S)-3-isothiocyanato-1-methoxy-butane (700 mg) is added and the mixture is stirred for 48 h at 85° C. in the sealed tube. N,N′-diisopropylcarbodiimide (1.04 g) is added and the mixture is stirred 3 h at 85... Starting materials: O (water), OC[C@@H]1C[C@@H](CC1)NC(OC(C)(C)C)=O (tert-butyl [(1R,3S)-3-(hydroxymethyl)cyclopentyl]carbamate), C(C1=CC=CC=C1)Br (benzyl bromide), [H-].[Na+] (sodium hydride). The solvent is C1CCOC1 (THF). Conditions: temperature 0 celsius, time 45 minute. Product: C(C1=CC=CC=C1)OC[C@@H]1C[C@@H](CC1)NC(OC(C)(C)C)=O (tert-butyl {(1R,3S)-3-[(benzyloxy)methyl]cyclopentyl}carbamate). Yield: 74.8%. RXN SMILES: [OH:1][CH2:2][C@H:3]1[CH2:7][CH2:6][C@@H:5]([NH:8][C:9](=[O:15])[O:10][C:11]([CH3:14])([CH3:13])[CH3:12])[CH2:4]1.[H-].[Na+].[CH2:18](Br)[C:19]1[CH:24]=[CH:23][CH:22]=[CH:21][CH:20]=1.O>C1COCC1>[CH2:18]([O:1][CH2:2][C@H:3]1[CH2:7][CH2:6][C@@H:5]([NH:8][C:9](=[O:15])[O:10][C:11]([CH3:12])([CH3:14])[CH3:13])[CH2:4]1)[C:19]1[CH:24]=[CH:23][CH:22]=[CH:21][CH:20]=1 |f:1.2|. Procedure: To a solution of 1.4 g (6.7 mmol) of tert-butyl [(1R,3S)-3-(hydroxymethyl)cyclopentyl]carbamate in 20 mL of anhydrous THF are added portionwise under argon, at room temperature, 0.27 g (6.7 mmol) of sodium hydride at 60% in oil. After stirring for 45 minutes, the medium is cooled to 0° C. and 0.8 mL (6.7 mmol) of benzyl bromide is added. After stirring for 1 hour at room temperature, the medium is hydrolysed with 30 mL of water and extracted with 2×100 mL of EtOAc, dried over Na2SO4, concentrate... Starting materials: BrC1=C(C=CC(=C1)Cl)C (2-bromo-4-chlorotoluene), BrN1C(CCC1=O)=O (N-bromosuccinimide). Product: BrC1=C(CBr)C=CC(=C1)Cl (2-bromo-4-chlorobenzyl bromide). Procedure: To a 500 ml 3-necked pyrex round bottomed flask equipped with a magnetic stirring bar, reflux condenser and argon inlet was added 2-bromo-4-chlorotoluene (10.00 g, 48.67 mmol), N-bromosuccinimide (18.66 g, 48.67 mmol) and dry, degassed carbon tetrachloride (200 ml). The stirred mixture was heated at reflux while being irradiated at a distance 10 cm by a 150 watt Hanovia low pressure mercury Lamp for 4 hours. The cooled reaction mixture was diluted with carbon tetrachloride and washed with water ... Reaction SMILES: [Br:1][C:2]1[CH:7]=[C:6]([Cl:8])[CH:5]=[CH:4][C:3]=1[CH3:9].[Br:10]N1C(=O)CCC1=O>C(Cl)(Cl)(Cl)Cl>[Br:1][C:2]1[CH:7]=[C:6]([Cl:8])[CH:5]=[CH:4][C:3]=1[CH2:9][Br:10]. The solvent is C(Cl)(Cl)(Cl)Cl (carbon tetrachloride). As a reaction SMILES: [CH3:1][C@@H:2]1[O:9][C:7](=[O:8])[C@H:6]([CH3:10])[O:5][C:3]1=[O:4].O.C(O)(=O)C(C)O.[CH:18]1[CH:23]=[CH:22][C:21]([Cl:24])=[C:20]([Cl:25])[CH:19]=1>>[CH3:1][C@@H:2]1[O:9][C:7](=[O:8])[C@H:6]([CH3:10])[O:5][C:3]1=[O:4].[CH:18]1[CH:23]=[CH:22][C:21]([Cl:24])=[C:20]([Cl:25])[CH:19]=1 |f:4.5|. Procedure: The overhead vapor fraction passes from the seive plate reactor through line 14 to condenser 15 which is maintained at a temperature in the range of from about 40° to about 60° C. where the vapor fraction is condensed, and the condensate comprises a solvent layer consisting essentially of a solution of L-lactide in ODCB and an aqueous layer consisting essentially of water and lactic acid. The lactide/solvent solution passes via line 16 to crystallizer 17 where it is cooled to 40° C. or below to ... Starting materials: C[C@H]1C(=O)O[C@H](C(=O)O1)C (L-lactide), lactide, C1=CC(=C(C=C1)Cl)Cl (ODCB), O (water), C(C(O)C)(=O)O (lactic acid). The product is C[C@H]1C(=O)O[C@H](C(=O)O1)C.C1=CC(=C(C=C1)Cl)Cl (L-lactide ODCB).